The task is: describe an organic reaction: reactants, conditions, products, and yield. This data is from the Open Reaction Database (ORD), a public repository of structured organic reaction records. Reactants: O1C(=NC2=C1C=CC=C2)N(C)CCOC2=CC=C(CC1C(NC(S1)=O)=O)C=C2 (5-[4-[2-[N-(2-benzoxazolyl)-N-methylamino]ethoxy]benzyl]-2,4-thiazolidinedione), [OH-].[Na+] (sodium hydroxide), Cl (hydrochloric acid). The product is O1C(=NC2=C1C=CC=C2)N(C)CCOC2=CC=C(C=C2)CC(C(=O)O)S (3-[4-[2-[N-(2-Benzoxazolyl)-N-methylamino]ethoxy]phenyl]-2-mercaptopropanoic Acid). Reaction SMILES: [O:1]1[C:5]2[CH:6]=[CH:7][CH:8]=[CH:9][C:4]=2[N:3]=[C:2]1[N:10]([CH2:12][CH2:13][O:14][C:15]1[CH:28]=[CH:27][C:18]([CH2:19][CH:20]2[S:24]C(=O)N[C:21]2=[O:26])=[CH:17][CH:16]=1)[CH3:11].Cl.[OH-:30].[Na+]>>[O:1]1[C:5]2[CH:6]=[CH:7][CH:8]=[CH:9][C:4]=2[N:3]=[C:2]1[N:10]([CH2:12][CH2:13][O:14][C:15]1[CH:16]=[CH:17][C:18]([CH2:19][CH:20]([SH:24])[C:21]([OH:26])=[O:30])=[CH:27][CH:28]=1)[CH3:11] |f:2.3|. Reported procedure: A solution of 5-[4-[2-[N-(2-benzoxazolyl)-N-methylamino]ethoxy]benzyl]-2,4-thiazolidinedione (Eur. Patent Appl., Publication No. 0306228) (1.0 g) in 10% aqueous sodium hydroxide solution (25 mL) was heated at reflux under a nitrogen atmosphere for 1.75 hrs. The mixture was cooled, acidified to pH3 with concentrated hydrochloric acid and extracted with ethyl acetate (300 mL). The organic solution was washed with brine (100 mL), dried (MgSO4) and evaporated. The residue was redissolved in boiling ... Starting materials: O=C([O-])[O-], CCC1NC(=O)CC1(C)O, Cc1c(I)ccc(C#N)c1Cl, [Cs+], [Cs+], O=C(C=Cc1ccccc1)C=Cc1ccccc1, O=C(C=Cc1ccccc1)C=Cc1ccccc1, O=C(C=Cc1ccccc1)C=Cc1ccccc1, [Pd], [Pd], CC1(C)c2cccc(P(c3ccccc3)c3ccccc3)c2Oc2c(P(c3ccccc3)c3ccccc3)cccc21. Product: CCC1N(c2ccc(C#N)c(Cl)c2C)C(=O)CC1(C)O. Reaction SMILES: [C:64](=[O:65])([O-:66])[O-:67].[CH2:12]([CH3:13])[CH:14]1[C:15]([CH3:20])([OH:21])[CH2:16][C:17](=[O:19])[NH:18]1.[Cl:1][c:2]1[c:3]([C:4]#[N:5])[cH:6][cH:7][c:8]([I:11])[c:9]1[CH3:10].[Cs+:68].[Cs+:69].[O:108]=[C:109]([CH:110]=[CH:111][c:112]1[cH:113][cH:114][cH:115][cH:116][cH:117]1)[CH:118]=[CH:119][c:120]1[cH:121][cH:122][cH:123][cH:124][cH:125]1.[O:72]=[C:73]([CH:74]=[CH:75][c:76]1[cH:77][cH:78][cH:79][cH:80][cH:81]1)[CH:82]=[CH:83][c:84]1[cH:85][cH:86][cH:87][cH:88][cH:89]1.[O:90]=[C:91]([CH:92]=[CH:93][c:94]1[cH:95][cH:96][cH:97][cH:98][cH:99]1)[CH:100]=[CH:101][c:102]1[cH:103][cH:104][cH:105][cH:106][cH:107]1.[Pd:70].[Pd:71].[c:22]1([P:23]([c:24]2[cH:25][cH:26][cH:27][cH:28][cH:29]2)[c:30]2[c:31]3[c:55]([cH:56][cH:57][cH:58]2)[C:52]([CH3:53])([CH3:54])[c:34]2[c:33]([c:38]([P:39]([c:40]4[cH:41][cH:42][cH:43][cH:44][cH:45]4)[c:46]4[cH:47][cH:48][cH:49][cH:50][cH:51]4)[cH:37][cH:36][cH:35]2)[O:32]3)[cH:59][cH:60][cH:61][cH:62][cH:63]1>>[Cl:1][c:2]1[c:3]([C:4]#[N:5])[cH:6][cH:7][c:8]([N:18]2[CH:14]([CH2:12][CH3:13])[C:15]([CH3:20])([OH:21])[CH2:16][C:17]2=[O:19])[c:9]1[CH3:10]. The reactants are C[Si](CCOCN(C1=CC(=NC=2N1N=CC2C=2C=NC1=CC=C(C=C1C2)F)C=O)COCC[Si](C)(C)C)(C)C (7-(bis((2-(trimethylsilyl)ethoxy)methyl)amino)-3-(6-fluoroquinolin-3-yl)pyrazolo[1,5-a]pyrimidine-5-carbaldehyde), C1CCOC1 (THF), C[Mg]Br (methylmagnesium bromide), CCOCC (ether). Run in O (Water). Run at time 1 hour. The product is C[Si](CCOCN(C1=CC(=NC=2N1N=CC2C=2C=NC1=CC=C(C=C1C2)F)C(C)O)COCC[Si](C)(C)C)(C)C (1-(7-(bis((2-(trimethylsilyl)ethoxy)methyl)amino)-3-(6-fluoroquinolin-3-yl)pyrazolo[1,5-a]pyrimidin-5-yl)ethanol). Isolated yield 60.0%. As a reaction SMILES: [CH3:1][Si:2]([CH3:39])([CH3:38])[CH2:3][CH2:4][O:5][CH2:6][N:7]([CH2:30][O:31][CH2:32][CH2:33][Si:34]([CH3:37])([CH3:36])[CH3:35])[C:8]1[N:13]2[N:14]=[CH:15][C:16]([C:17]3[CH:18]=[N:19][C:20]4[C:25]([CH:26]=3)=[CH:24][C:23]([F:27])=[CH:22][CH:21]=4)=[C:12]2[N:11]=[C:10]([CH:28]=[O:29])[CH:9]=1.[CH2:40]1COCC1.C[Mg]Br.CCOCC>O>[CH3:1][Si:2]([CH3:39])([CH3:38])[CH2:3][CH2:4][O:5][CH2:6][N:7]([CH2:30][O:31][CH2:32][CH2:33][Si:34]([CH3:37])([CH3:36])[CH3:35])[C:8]1[N:13]2[N:14]=[CH:15][C:16]([C:17]3[CH:18]=[N:19][C:20]4[C:25]([CH:26]=3)=[CH:24][C:23]([F:27])=[CH:22][CH:21]=4)=[C:12]2[N:11]=[C:10]([CH:28]([OH:29])[CH3:40])[CH:9]=1. Procedure: To a solution of 7-(bis((2-(trimethylsilyl)ethoxy)methyl)amino)-3-(6-fluoroquinolin-3-yl)pyrazolo[1,5-a]pyrimidine-5-carbaldehyde (11.0 g, 19.4 mmol) in anhydrous THF (200 mL, 2 mol) under nitrogen at 0° C. was added 3M methylmagnesium bromide in ether (9.69 mL, 29.0 mmol) dropwise. After 1 hour the reaction was complete by HPLC. Water (10 mL) was added over a 15 minute period to quench the reaction. Removed the flask from the ice bath and concentrated in vacuo. Dissolved the remaining residue i... Starting materials: CS(=O)(=O)OCC(CO)(C)NCC=1C=C2C=3C=CC=CC3C=CC2=C2C=CC=CC12 (2-((6-Chrysenylmethyl)amino)-2-methyl-1,3-propanediol methanesulfonate), [OH-].[Na+] (NaOH), CO.O (CH3OH H2O). Product: C1=CC=CC=2C3=CC(=C4C=CC=CC4=C3C=CC12)CNC(CO)(CO)C.OCCS(=O)(=O)[O-] (2-((6-chrysenylmethyl)amino)-2-methyl-1,3-propanediol 2-hydroxyethanesulfonate). Yield: 70.4%. RXN SMILES: [CH3:1][S:2]([O:5][CH2:6][C:7]([NH:11][CH2:12][C:13]1[CH:14]=[C:15]2[C:24](=[C:25]3[C:30]=1[CH:29]=[CH:28][CH:27]=[CH:26]3)[CH:23]=[CH:22][C:21]1[CH:20]=[CH:19][CH:18]=[CH:17][C:16]2=1)([CH3:10])[CH2:8][OH:9])(=[O:4])=[O:3].[OH-:31].[Na+].[CH3:33]O.O>>[CH:20]1[C:21]2[CH:22]=[CH:23][C:24]3[C:15](=[CH:14][C:13]([CH2:12][NH:11][C:7]([CH3:10])([CH2:6][OH:5])[CH2:8][OH:9])=[C:30]4[C:25]=3[CH:26]=[CH:27][CH:28]=[CH:29]4)[C:16]=2[CH:17]=[CH:18][CH:19]=1.[OH:31][CH2:33][CH2:1][S:2]([O-:5])(=[O:3])=[O:4] |f:1.2,3.4,5.6|. Procedure details: 2-((6-chrysenylmethyl)amino)-2-methyl-1,3-propanediol methanesulfonate (1C, 10.0 g, 26.63 mmol) was neutralized with 1N NaOH (30 mL) in CH3OH/H2O (200/800 mL) as in procedure 1D. The white solid which formed was filtered, washed successively with warm H2O (3×500 mL), CH3OH (200 mL). and abs. Et2O (2×500 mL), sucked semi-dry and the resuspended in CH3OH (500 mL). To this was added a 0.43M aqueous solution of 2-hyroxyethanesulfonic acid (30 mL). Slight warming gave a solution which was then filter... Starting materials: [N+](=O)(O)[O-] (nitric acid), OC1=CC(NC(=C1)C)=O (4-hydroxy-6-methylpyridin-2(1H)-one), resultant mixture. The solvent is ice water. The product is OC1=C(C(NC(=C1)C)=O)[N+](=O)[O-] (4-Hydroxy-6-methyl-3-nitropyridin-2(1H)-one). Yield: 80.0%. RXN SMILES: [N+:1]([O-:4])(O)=[O:2].[OH:5][C:6]1[CH:11]=[C:10]([CH3:12])[NH:9][C:8](=[O:13])[CH:7]=1>>[OH:5][C:6]1[CH:11]=[C:10]([CH3:12])[NH:9][C:8](=[O:13])[C:7]=1[N+:1]([O-:4])=[O:2]. Procedure: To 70% nitric acid (30 mL), 4-hydroxy-6-methylpyridin-2(1H)-one (10.5 g, 83.9 mmol) was added under ice-cold conditions, and the resultant mixture was stirred at 70° C. for 1.5 hours. The reaction solution was added to ice water (70 mL) under ice-cold conditions. The reaction solution was filtered, washed sequentially with cold water, tetrahydrofuran and diethylether, and then dried. 4-Hydroxy-6-methyl-3-nitropyridin-2(1H)-one (11.5 g, yield 80%) was obtained as a yellow crystal. RXN SMILES: [NH:26]1[CH2:27][CH:28]([OH:31])[CH2:29][CH2:30]1.[O:1]1[CH2:2][CH2:3][CH:4]([O:11][c:12]2[cH:13][c:14]([C:23](=[O:24])[OH:25])[cH:15][c:16]3[n:17]([CH3:22])[c:18]([CH3:21])[n:19][c:20]23)[c:5]2[cH:6][cH:7][cH:8][cH:9][c:10]21>>[O:1]1[CH2:2][CH2:3][CH:4]([O:11][c:12]2[cH:13][c:14]([C:23](=[O:25])[N:26]3[CH2:27][CH:28]([OH:31])[CH2:29][CH2:30]3)[cH:15][c:16]3[n:17]([CH3:22])[c:18]([CH3:21])[n:19][c:20]23)[c:5]2[cH:6][cH:7][cH:8][cH:9][c:10]21. Yields the product Cc1nc2c(OC3CCOc4ccccc43)cc(C(=O)N3CCC(O)C3)cc2n1C. Reactants: OC1CCNC1, Cc1nc2c(OC3CCOc4ccccc43)cc(C(=O)O)cc2n1C. Reactants: FC1=C(C=CC=C1)C=1OC2=C(C1)C=CC=C2 (2-(2-fluorophenyl)benzofuran), C(C)N(CCCCl)CC (3-diethylaminopropyl chloride), C1(=CC=CC=C1)C=1OC2=C(C1)C=CC=C2 (2-phenylbenzofuran), FC1=C(C=CC=C1)C=1OC2=C(C1S(=O)(=O)C1=CC=C(C=C1)OC)C=CC=C2 (2-(2-fluorophenyl)-3-(4-methoxyphenylsulfonyl)benzofuran). Yields the product C(C)N(CCCOC1=CC=C(C=C1)S(=O)(=O)C1=C(OC2=C1C=CC=C2)C2=C(C=CC=C2)F)CC (3-[4-(3-Diethylaminopropoxy)phenylsulfonyl]-2-(2-fluorophenyl)benzofuran). As a reaction SMILES: FC1C=CC=CC=1C1OC2C=CC=CC=2C=1.C1(C2OC3C=CC=CC=3C=2)C=CC=CC=1.[F:32][C:33]1[CH:38]=[CH:37][CH:36]=[CH:35][C:34]=1[C:39]1[O:40][C:41]2[CH:58]=[CH:57][CH:56]=[CH:55][C:42]=2[C:43]=1[S:44]([C:47]1[CH:52]=[CH:51][C:50]([O:53][CH3:54])=[CH:49][CH:48]=1)(=[O:46])=[O:45].[CH2:59]([N:61]([CH2:66][CH3:67])[CH2:62][CH2:63]CCl)[CH3:60]>>[CH2:59]([N:61]([CH2:66][CH3:67])[CH2:62][CH2:63][CH2:54][O:53][C:50]1[CH:51]=[CH:52][C:47]([S:44]([C:43]2[C:42]3[CH:55]=[CH:56][CH:57]=[CH:58][C:41]=3[O:40][C:39]=2[C:34]2[CH:35]=[CH:36][CH:37]=[CH:38][C:33]=2[F:32])(=[O:46])=[O:45])=[CH:48][CH:49]=1)[CH3:60]. Procedure: Substitution of 2-(2-fluorophenyl)benzofuran in the procedure of Example 1 for 2-phenylbenzofuran followed by demethylation of the 2-(2-fluorophenyl)-3-(4-methoxyphenylsulfonyl)benzofuran thus formed and reaction of the resulting product with 3-diethylaminopropyl chloride as described therein gives the title compound. The reactants are S(=O)(=O)(N)N (Sulfamide), C1(CC1)CNCC(OC)OC (N-(cyclopropylmethyl)-(2,2-dimethoxyethanamine)), C(Cl)Cl (DCM). Run in O1CCOCC1 (dioxane). Yields the product C1(CC1)CN(S(=O)(=O)N)CC(OC)OC (N-(cyclopropylmethyl)-N-(2,2-dimethoxyethyl)sulfamide). Isolated yield 68.0%. RXN SMILES: [S:1](N)([NH2:4])(=[O:3])=[O:2].[CH:6]1([CH2:9][NH:10][CH2:11][CH:12]([O:15][CH3:16])[O:13][CH3:14])[CH2:8][CH2:7]1.C(Cl)Cl>O1CCOCC1>[CH:6]1([CH2:9][N:10]([CH2:11][CH:12]([O:13][CH3:14])[O:15][CH3:16])[S:1]([NH2:4])(=[O:3])=[O:2])[CH2:7][CH2:8]1. Procedure details: Sulfamide (5 eq) was added to a solution of N-(cyclopropylmethyl)-(2,2-dimethoxyethanamine) in dioxane (0.12 M). The reaction was stirred at reflux overnight. The solvent was removed in vacuo, the residue taken up in EtOAc and washed with H2O, brine, before being dried (Na2SO4), filtered and concentrated in vacuo to give the crude material. DCM was added and the resultant precipitate removed by filtration, while the filtrate was concentrated in vacuo to afford the product (68%). 1H NMR (300 MHz,... The reactants are steel, Cl (hydrochloric acid), Ru2Cl4 [(R)-BINAP]2, [H][H] (hydrogen), [H][H] (hydrogen), FC(C=1C=C(OCC(CC)=O)C=CC1)(F)F (1-(3-trifluoromethylphenoxy)butan-2-on), Ru2Cl4 [(R)-2,2'-bis(diphenylphosphino)-1,1'-dinaphthyl]2, steel. The solvent is C(C)(=O)OCC.CCCCCC (ethyl acetate n-hexane), CO (methanol). Reaction conditions: time 69 hour. Yields the product FC(C=1C=C(OCC(CC)O)C=CC1)(F)F (1-(3-Trifluoromethylphenoxy)butan-2-ol). RXN SMILES: [F:1][C:2]([F:16])([F:15])[C:3]1[CH:4]=[C:5]([CH:12]=[CH:13][CH:14]=1)[O:6][CH2:7][C:8](=[O:11])[CH2:9][CH3:10].Cl.[H][H]>CO.C(OCC)(=O)C.CCCCCC>[F:1][C:2]([F:15])([F:16])[C:3]1[CH:4]=[C:5]([CH:12]=[CH:13][CH:14]=1)[O:6][CH2:7][CH:8]([OH:11])[CH2:9][CH3:10] |f:4.5|. Procedure: Using a steel capillary, 87.9 g of 1-(3-trifluoromethylphenoxy)butan-2-on, dissolved in 130 ml of methanol and 0.641 g of Ru2Cl4 [(R)-2,2'-bis(diphenylphosphino)-1,1'-dinaphthyl]2 [N(C2 H5)3 ]=Ru2Cl4 [(R)-BINAP]2 [N(C2 H5)3 ] and 1.2 ml of 1N hydrochloric acid are transferred in succession into a steel autoclave under an argon atmosphere. In 3 cycles (20 bar, atmospheric pressure), the argon inert gas is displaced by hydrogen, and the mixture is subsequently hydrogenated at 20° C. under a hydrog... Reactants: C(C)C1=C(OC2=C1C=CC=C2)CN(C(\C=C\C2=CC1=C(NC(CNC1)=O)N=C2)=O)C ((E)-N-(3-ethyl-benzofuran-2-ylmethyl)-N-methyl-3-(2-oxo-2,3,4,5-tetrahydro-1H-pyrido[2,3-e][1,4]diazepin-7-yl)acrylamide), Cl (HCl), solution. The solvent is CCOCC (Et2O), C(Cl)Cl (CH2Cl2), CO (CH3OH), CCOCC (Et2O). Conditions: time 1 hour. Yields the product Cl.C(C)C1=C(OC2=C1C=CC=C2)CN(C(\C=C\C2=CC1=C(NC(CNC1)=O)N=C2)=O)C ((E)-N-(3-ethyl-benzofuran-2-ylmethyl)-N-methyl-3-(2-oxo-2,3,4,5-tetrahydro-1H-pyrido[2,3-e][1,4]diazepin-7-yl)acrylamide hydrochloride). Yield: 81.0%. RXN SMILES: [CH2:1]([C:3]1[C:7]2[CH:8]=[CH:9][CH:10]=[CH:11][C:6]=2[O:5][C:4]=1[CH2:12][N:13]([CH3:30])[C:14](=[O:29])/[CH:15]=[CH:16]/[C:17]1[CH:28]=[N:27][C:20]2[NH:21][C:22](=[O:26])[CH2:23][NH:24][CH2:25][C:19]=2[CH:18]=1)[CH3:2].[ClH:31]>C(Cl)Cl.CO.CCOCC>[ClH:31].[CH2:1]([C:3]1[C:7]2[CH:8]=[CH:9][CH:10]=[CH:11][C:6]=2[O:5][C:4]=1[CH2:12][N:13]([CH3:30])[C:14](=[O:29])/[CH:15]=[CH:16]/[C:17]1[CH:28]=[N:27][C:20]2[NH:21][C:22](=[O:26])[CH2:23][NH:24][CH2:25][C:19]=2[CH:18]=1)[CH3:2] |f:5.6|. Procedure: A suspension of (E)-N-(3-ethyl-benzofuran-2-ylmethyl)-N-methyl-3-(2-oxo-2,3,4,5-tetrahydro-1H-pyrido[2,3-e][1,4]diazepin-7-yl)acrylamide (100 mg, 0.247 mmol) in CH2Cl2 (3 mL) and CH3OH (0.5 mL) was treated with anhydrous HCl (0.123 mL of a 2M solution in Et2O, 0.247 mmol). After stirring for 1 h, the mixture was diluted with Et2O (3 mL) and stirred for 10 minutes. The solid was isolated by filtration, washed with Et2O and dried under vacuum at 50° C. overnight to give the title compound (81.0 mg...